From a dataset of the Open Reaction Database (ORD), a public repository of structured organic reaction records. describe an organic reaction: reactants, conditions, products, and yield Starting materials: O=C1CCC(=O)N1Br, ClC(Cl)(Cl)Cl, CCOC(=O)c1ccc(F)c(C)c1, CC(C)(C#N)N=NC(C)(C)C#N. Product: CCOC(=O)c1ccc(F)c(CBr)c1. Reaction SMILES: [Br:14][N:15]1[C:16](=[O:17])[CH2:18][CH2:19][C:20]1=[O:21].[C:34]([Cl:35])([Cl:36])([Cl:37])[Cl:38].[F:1][c:2]1[c:3]([CH3:13])[cH:4][c:5]([C:6](=[O:7])[O:8][CH2:9][CH3:10])[cH:11][cH:12]1.[N:22]([C:23]([CH3:24])([CH3:25])[C:26]#[N:27])=[N:28][C:29]([CH3:30])([CH3:31])[C:32]#[N:33]>>[F:1][c:2]1[c:3]([CH2:13][Br:14])[cH:4][c:5]([C:6](=[O:7])[O:8][CH2:9][CH3:10])[cH:11][cH:12]1. Reaction SMILES: [CH3:38][CH2:39][O:40][C:41](=[O:42])[CH3:43].[CH3:44][N:45]([CH3:46])[CH:47]=[O:48].[Na+:37].[O:6]1[CH2:7][CH2:8][N:9]([c:12]2[n:13][c:14]([N:24]3[CH2:25][CH2:26][N:27]([c:30]4[cH:31][cH:32][cH:33][cH:34][cH:35]4)[CH2:28][CH2:29]3)[n:15][c:16]([N:18]3[CH2:19][CH2:20][O:21][CH2:22][CH2:23]3)[cH:17]2)[CH2:10][CH2:11]1.[OH-:36].[P:1]([Cl:2])([Cl:3])([Cl:4])=[O:5]>>[O:6]1[CH2:7][CH2:8][N:9]([c:12]2[n:13][c:14]([N:24]3[CH2:25][CH2:26][N:27]([c:30]4[cH:31][cH:32][cH:33][cH:34][cH:35]4)[CH2:28][CH2:29]3)[n:15][c:16]([N:18]3[CH2:19][CH2:20][O:21][CH2:22][CH2:23]3)[c:17]2[CH:39]=[O:40])[CH2:10][CH2:11]1. The product is O=Cc1c(N2CCOCC2)nc(N2CCN(c3ccccc3)CC2)nc1N1CCOCC1. Reactants: CCOC(C)=O, CN(C)C=O, [Na+], c1ccc(N2CCN(c3nc(N4CCOCC4)cc(N4CCOCC4)n3)CC2)cc1, [OH-], O=P(Cl)(Cl)Cl.